Dataset: the Open Reaction Database (ORD), a public repository of structured organic reaction records. Task: describe an organic reaction: reactants, conditions, products, and yield Reactants: C(C)(C)(C)OC(NC1=C(C=C(C(=C1)Cl)Cl)[N+](=O)[O-])=O ((4,5-dichloro-2-nitro-phenyl)-carbamic acid tert.-butyl ester), CNCCC (N-methyl-propyl-amine). Run in CS(=O)C (DMSO). The product is C(C)(C)(C)OC(NC1=C(C=C(C(=C1)N(CCC)C)Cl)[N+](=O)[O-])=O ([4-Chloro-5-(methyl-propyl-amino)-2-nitro-phenyl]-carbamic acid tert-butyl ester), solid. RXN SMILES: [C:1]([O:5][C:6](=[O:19])[NH:7][C:8]1[CH:13]=[C:12](Cl)[C:11]([Cl:15])=[CH:10][C:9]=1[N+:16]([O-:18])=[O:17])([CH3:4])([CH3:3])[CH3:2].[CH3:20][NH:21][CH2:22][CH2:23][CH3:24]>CS(C)=O>[C:1]([O:5][C:6](=[O:19])[NH:7][C:8]1[CH:13]=[C:12]([N:21]([CH3:20])[CH2:22][CH2:23][CH3:24])[C:11]([Cl:15])=[CH:10][C:9]=1[N+:16]([O-:18])=[O:17])([CH3:4])([CH3:3])[CH3:2]. Procedure: The title compound was prepared from (4,5-dichloro-2-nitro-phenyl)-carbamic acid tert.-butyl ester (Example B2) (3.0 g, 9.77 mmol) and N-methyl-propyl-amine (2.50 g, 34.2 mmol) in DMSO (30 mL) at RT according to the general procedure C. Obtained as a pale brown solid (3.58 g). Starting materials: BrC1=CC(=C(C(=O)O)C=C1)F (4-bromo-2-fluorobenzoic acid), C1(CC1)N (cyclopropylamine). Yields the product BrC1=CC(=C(C(=O)NC2CC2)C=C1)F (4-bromo-N-cyclopropyl-2-fluoro-benzamide). RXN SMILES: [Br:1][C:2]1[CH:10]=[CH:9][C:5]([C:6]([OH:8])=O)=[C:4]([F:11])[CH:3]=1.[CH:12]1([NH2:15])[CH2:14][CH2:13]1>>[Br:1][C:2]1[CH:10]=[CH:9][C:5]([C:6]([NH:15][CH:12]2[CH2:14][CH2:13]2)=[O:8])=[C:4]([F:11])[CH:3]=1. Procedure: The sub-title compound was prepared by the method of example 18 step a) using) 4-bromo-2-fluorobenzoic acid, and cyclopropylamine. Starting materials: C1N2CCC(C=3NC=4C=CC=CC4C31)CC2 (3,4,5,6-tetrahydro-1H-2,5-ethanoazepino[4,3-b]indole), BrC=1C=C2C(=NC=NC2=CC1)OC (6-bromo-4-methoxyquinazoline). Product: C1N2CCC(C=3N(C=4C=CC=CC4C31)C=3C=C1C(=NC=NC1=CC3)O)CC2 (6-(1,3,4,5-tetrahydro-6H-2,5-ethanoazepino[4,3-b]indol-6-yl)quinazolin-4-ol). Reaction SMILES: [CH2:1]1[C:14]2[C:13]3[CH:12]=[CH:11][CH:10]=[CH:9][C:8]=3[NH:7][C:6]=2[CH:5]2[CH2:15][CH2:16][N:2]1[CH2:3][CH2:4]2.Br[C:18]1[CH:19]=[C:20]2[C:25](=[CH:26][CH:27]=1)[N:24]=[CH:23][N:22]=[C:21]2[O:28]C>>[CH2:1]1[C:14]2[C:13]3[CH:12]=[CH:11][CH:10]=[CH:9][C:8]=3[N:7]([C:18]3[CH:19]=[C:20]4[C:25](=[CH:26][CH:27]=3)[N:24]=[CH:23][N:22]=[C:21]4[OH:28])[C:6]=2[CH:5]2[CH2:4][CH2:3][N:2]1[CH2:16][CH2:15]2. Procedure details: The reaction of 3,4,5,6-tetrahydro-1H-2,5-ethanoazepino[4,3-b]indole (127 mg, 0.6 mmol; Example 187A) and 6-bromo-4-methoxyquinazoline (215 mg, 0.9 mmol; ChemBridge) was performed as described in Example 68 to afford the title compound as the major product: 1H NMR (300 MHz, methanol-d4) δ ppm 1.96-2.20 (m, 4H) 2.90-2.97 (m, 1H) 3.08-3.29 (m, 4H) 4.36 (s, 2H) 7.07-7.13 (m, 3H) 7.39-7.46 (m, 1H) 7.75-7.82 (m, 1H) 7.87-7.94 (m, 1H) 8.13 (d, J=2 Hz, 1H) 8.18 (s, 1H); MS (DCI/NH3) m/z 357 (M+H)+. Reactants: C(C)OC(C=1[N+](=CC=C(C1)Cl)[O-])=O (4-Chloropicolinic acid ethyl ester N-oxide), P(=O)(Cl)(Cl)Cl (phosphorus oxychloride). Reaction conditions: temperature 0 celsius, time 1 hour. The product is C(C)OC(C1=NC(=CC(=C1)Cl)Cl)=O (4,6-dichloropicolinic acid ethyl ester). Isolated yield 64.0%. As a reaction SMILES: [CH2:1]([O:3][C:4](=[O:13])[C:5]1[N+:6]([O-])=[CH:7][CH:8]=[C:9]([Cl:11])[CH:10]=1)[CH3:2].P(Cl)(Cl)([Cl:16])=O>>[CH2:1]([O:3][C:4](=[O:13])[C:5]1[CH:10]=[C:9]([Cl:11])[CH:8]=[C:7]([Cl:16])[N:6]=1)[CH3:2]. Reported procedure: 4-Chloropicolinic acid ethyl ester N-oxide (1.6 g, 8 mmol) was added to 4 mL of phosphorus oxychloride at 0° C. and stirred at 0° C. for one hour. The solution was then heated at 100° C. for four hours. Excess POCl3 was removed in vacuo, and the residue was dissolved in ethyl acetate, washed with cold sodium bicarbonate solution, and extracted with ethyl acetate. Removal of the solvent gave 4,6-dichloropicolinic acid ethyl ester (compound A) as an off-white solid (1.12 g, 64%). The methyl ester ... Reactants: Cl[C@H]1[C@@H]2[C@H](NC1)[C@H](CO2)O ((3R, 3aR, 6R, 6aS)-6-chlorohexahydro-2H-furo[3,2-b]pyrrol-3-ol), C([O-])([O-])=O.[Na+].[Na+] (sodium carbonate), C1=CC=CC=2C3=CC=CC=C3C(C12)COC(=O)Cl (9-fluorenylmethoxycarbonyl chloride). Solvent: O1CCOCC1 (1,4-dioxane), O (water), O (water), O1CCOCC1 (1,4-dioxane). Conditions: time 65 minute. Product: Cl[C@H]1[C@@H]2[C@H](N(C1)C(=O)OCC1C3=CC=CC=C3C=3C=CC=CC13)[C@H](CO2)O ((3R, 3aR, 6R, 6aS)-(9H-Fluoren-9-yl)methyl 6-chloro-3-hydroxytetrahydro-2H-furo[3,2-b]pyrrole-4(5H)-carboxylate). Isolated yield 76.0%. RXN SMILES: C(=O)([O-])[O-].[Na+].[Na+].[CH:7]1[C:19]2[CH:18]([CH2:20][O:21][C:22](Cl)=[O:23])[C:17]3[C:12](=[CH:13][CH:14]=[CH:15][CH:16]=3)[C:11]=2[CH:10]=[CH:9][CH:8]=1.[Cl:25][C@@H:26]1[CH2:30][NH:29][C@@H:28]2[C@@H:31]([OH:34])[CH2:32][O:33][C@H:27]12>O.O1CCOCC1>[Cl:25][C@@H:26]1[CH2:30][N:29]([C:22]([O:21][CH2:20][CH:18]2[C:19]3[CH:7]=[CH:8][CH:9]=[CH:10][C:11]=3[C:16]3[C:17]2=[CH:12][CH:13]=[CH:14][CH:15]=3)=[O:23])[C@@H:28]2[C@@H:31]([OH:34])[CH2:32][O:33][C@H:27]12 |f:0.1.2|. Procedure: A solution of sodium carbonate (155 mg, 1.46 mmol) in water (2.5 mL) then a solution of 9-fluorenylmethoxycarbonyl chloride (189 mg, 0.73 mmol) in 1,4-dioxane (1.5 mL) was added whilst stirring to a solution of aminoalcohol (77) in 1,4-dioxane (1 mL). The mixture was stirred for 65 minutes then water (20 mL) was added and the product extracted into dichloromethane (3×10 mL), then dried (Na2SO4), filtered and reduced in vacuo to leave a residue. Flash chromatography over silica, eluting with ethy... Starting materials: CS(=O)(=O)OCCC1=CC=C(C=C1)NC1=NC=2C3=C(C(CC2C=N1)C1=CC(=CC=C1)Br)C=CC=C3 (4-(6-(3-bromophenyl)-5,6-dihydrobenzo[h]quinazolin-2-ylamino)phenethyl methanesulfonate), CNCCCC (N-methylbutylamine). The solvent is C(C)N(CC)CC (triethylamine). Product: BrC=1C=C(C=CC1)C1CC=2C=NC(=NC2C2=C1C=CC=C2)NC2=CC=C(C=C2)CCN(C)CCCC (6-(3-bromophenyl)-N-(4-(2-(butyl(methyl)amino)ethyl)phenyl)-5,6-dihydrobenzo[h]quinazolin-2-amine). Yield: 44.0%. Reaction SMILES: CS(O[CH2:6][CH2:7][C:8]1[CH:13]=[CH:12][C:11]([NH:14][C:15]2[N:24]=[CH:23][C:22]3[CH2:21][CH:20]([C:25]4[CH:30]=[CH:29][CH:28]=[C:27]([Br:31])[CH:26]=4)[C:19]4[CH:32]=[CH:33][CH:34]=[CH:35][C:18]=4[C:17]=3[N:16]=2)=[CH:10][CH:9]=1)(=O)=O.[CH3:36][NH:37][CH2:38][CH2:39][CH2:40][CH3:41]>C(N(CC)CC)C>[Br:31][C:27]1[CH:26]=[C:25]([CH:20]2[C:19]3[CH:32]=[CH:33][CH:34]=[CH:35][C:18]=3[C:17]3[N:16]=[C:15]([NH:14][C:11]4[CH:10]=[CH:9][C:8]([CH2:7][CH2:6][N:37]([CH2:38][CH2:39][CH2:40][CH3:41])[CH3:36])=[CH:13][CH:12]=4)[N:24]=[CH:23][C:22]=3[CH2:21]2)[CH:30]=[CH:29][CH:28]=1. Procedure details: This was synthesized by using 4-(6-(3-bromophenyl)-5,6-dihydrobenzo[h]quinazolin-2-ylamino)phenethyl methanesulfonate and N-methylbutylamine and triethylamine as described in general procedure 2 to afford the desired product in 44% yield as a yellow solid. M.p.=66-68° C. 1H 400 MHz NMR (DMSO-d6) δ 9.60 (d, J=3.5 Hz, 1H), 9.36 (bs, 1H), 8.38-8.28 (m, 2H), 7.82 (d, J=8.6 Hz, 2H), 7.57-7.43 (m, 3H), 7.42-7.32 (m, 1H), 7.31-7.20 (m, 3H), 7.15-7.04 (m, 2H), 4.48-4.37 (m, 1H), 3.41-2.88 (m, 8H), 2.84 ...